Dataset: the Open Reaction Database (ORD), a public repository of structured organic reaction records. Task: describe an organic reaction: reactants, conditions, products, and yield Reactants: C(C)#N.O.C(=O)(C(F)(F)F)O (ACN H2O TFA), N[C@H](C(=O)O)CC[C@@H](C[C@H]1O[C@H]([C@@H]([C@@H]1OCC#C)O)N1C2=NC=NC(=C2N=C1)N)N ((2S,5S)-2,5-diamino-6-((2R,3S,4R,5R)-5-(6-amino-9H-purin-9-yl)-4-hydroxy-3-(prop-2-yn-1-yloxy)tetrahydrofuran-2-yl)hexanoic acid), ( Å ), [N-]=[N+]=[N-] (azide), ( Å ), ( Å ), C(C)#N.O.C(=O)(C(F)(F)F)O (ACN H2O TFA), [N-]=[N+]=[N-] (azide), O=C1C(O)=C([O-])[C@H](O1)[C@@H](O)CO.[Na+] (sodium ascorbate). The reagents and catalysts are S(=O)(=O)([O-])[O-].[Cu+2] (copper(II) sulfate). Run in O (water), CN(C)C=O (DMF), O (water), O (water), CO.O.CC(=O)O (MeOH H2O HOAc), O.CO.CC(=O)O (H2O MeOH HOAc). Conditions: time 8 hour. Yields the product C=1N=C(C2=C(N1)N(C=N2)[C@H]3[C@@H]([C@@H]([C@H](O3)C[C@H](CC[C@@H](C(=O)O)N)N)O)O)N (Sinefungin). Isolated yield 0.6%. RXN SMILES: [NH2:1][C@@H:2]([CH2:6][CH2:7][C@H:8]([NH2:30])[CH2:9][C@@H:10]1[C@@H:14]([O:15]CC#C)[C@@H:13]([OH:19])[C@H:12]([N:20]2[CH:28]=[N:27][C:26]3[C:21]2=[N:22][CH:23]=[N:24][C:25]=3[NH2:29])[O:11]1)[C:3]([OH:5])=[O:4].O=C1O[C@H]([C@H](CO)O)C([O-])=C1O.[Na+].[N-]=[N+]=[N-].C(#N)C.O.C(O)(C(F)(F)F)=O>O.CN(C=O)C.S([O-])([O-])(=O)=O.[Cu+2].CO.O.CC(O)=O>[CH:23]1[N:24]=[C:25]([NH2:29])[C:26]2[N:27]=[CH:28][N:20]([C@@H:12]3[O:11][C@H:10]([CH2:9][C@@H:8]([NH2:30])[CH2:7][CH2:6][C@H:2]([NH2:1])[C:3]([OH:5])=[O:4])[C@@H:14]([OH:15])[C@H:13]3[OH:19])[C:21]=2[N:22]=1 |f:1.2,4.5.6,9.10,11.12.13|. Reported procedure: To a mixture consisting of Compound 8 (<671 μg, <0.0016 mmol) in water (100 μL) with sodium ascorbate (1 mg, 0.005 mmol) in water (200 μL) was added copper(II) sulfate (500 μg, 0.0031 mmol) in water (100 μL) and CAL Fluor® Red 610 azide (Biosearch Technologies, Inc. Lot #MVR1716, 1.4 mg, 0.0016 mmol) in DMF (400 μL). The reaction mixture was stirred at room temperature overnight. HPLC (Gemini C18, 110 {acute over (Å)}, 5 {acute over (Å)}, 250×4.6 mm, 1 mL/min, 5/95/0.05→90/10/0.05 ACN/H2O/TFA) s... The reactants are O=[Ag], CI, CCOC(C)=O, COC(=O)C=C(C)C(O)C(C)(O)CC(C)CCCCC1OC(=O)C1CO. Product: COCC1C(=O)OC1CCCCC(C)CC(C)(O)C(O)C(C)=CC(=O)OC. RXN SMILES: [Ag:35]=[O:36].[CH3:27][I:28].[CH3:29][CH2:30][O:31][C:32]([CH3:33])=[O:34].[OH:1][CH2:2][CH:3]1[CH:4]([CH2:8][CH2:9][CH2:10][CH2:11][CH:12]([CH2:13][C:14]([CH:15]([C:16](=[CH:17][C:18](=[O:19])[O:20][CH3:21])[CH3:22])[OH:23])([CH3:24])[OH:25])[CH3:26])[O:5][C:6]1=[O:7]>>[O:1]([CH2:2][CH:3]1[CH:4]([CH2:8][CH2:9][CH2:10][CH2:11][CH:12]([CH2:13][C:14]([CH:15]([C:16](=[CH:17][C:18](=[O:19])[O:20][CH3:21])[CH3:22])[OH:23])([CH3:24])[OH:25])[CH3:26])[O:5][C:6]1=[O:7])[CH3:27]. The reactants are ClC1=CC(=NC=2N1N=C(C2)C)NC(=O)[C@H]2[C@@H](C2)C2=CC=NC=C2 (trans-N-(7-chloro-2-methylpyrazolo[1,5-a]pyrimidin-5-yl)-2-(pyridin-4-yl)cyclopropanecarboxamide), N1CCC(CC1)NC(C)=O (N-(piperidin-4-yl)acetamide). Reagents/catalysts: CS(=O)C (DMSO). Solvent: CN1CCCC1=O (NMP), CO (methanol). The product is C(C)(=O)NC1CCN(CC1)C1=CC(=NC=2N1N=C(C2)C)NC(=O)C2C(C2)C2=CC=NC=C2 (N-(7-(4-acetamidopiperidin-1-yl)-2-methylpyrazolo[1,5-a]pyrimidin-5-yl)-2-(pyridin-4-yl)cyclopropanecarboxamide). Yield: 9.1%. RXN SMILES: Cl[C:2]1[N:7]2[N:8]=[C:9]([CH3:11])[CH:10]=[C:6]2[N:5]=[C:4]([NH:12][C:13]([C@@H:15]2[CH2:17][C@H:16]2[C:18]2[CH:23]=[CH:22][N:21]=[CH:20][CH:19]=2)=[O:14])[CH:3]=1.[NH:24]1[CH2:29][CH2:28][CH:27]([NH:30][C:31](=[O:33])[CH3:32])[CH2:26][CH2:25]1>CN1C(=O)CCC1.CS(C)=O.CO>[C:31]([NH:30][CH:27]1[CH2:28][CH2:29][N:24]([C:2]2[N:7]3[N:8]=[C:9]([CH3:11])[CH:10]=[C:6]3[N:5]=[C:4]([NH:12][C:13]([CH:15]3[CH2:17][CH:16]3[C:18]3[CH:23]=[CH:22][N:21]=[CH:20][CH:19]=3)=[O:14])[CH:3]=2)[CH2:25][CH2:26]1)(=[O:33])[CH3:32]. Procedure: A solution of N-(7-chloro-2-methylpyrazolo[1,5-a]pyrimidin-5-yl)-2-(pyridin-4-yl)cyclopropanecarboxamide (7E, 100 mg, 0.305 mmol) and N-(piperidin-4-yl)acetamide (87 mg, 0.610 mmol) in NMP (1 mL) was stirred at room temperature overnight. After cooling to room temperature, the mixture was diluted with a few drops of DMSO and methanol, and was then purified by preparatory HPLC (10-40% MeCN/H2O gradient+0.01% TFA). Lyophilization of the combined fractions gave the titled compound as a white solid ... Reactants: C(C)OC(=O)C1CCC(CC1)N (4-amino-cyclohexanecarboxylic acid ethyl ester), CS(=O)(=O)CCOC1=C2C=NN(C2=CC=C1)C1=NC(=NC=C1)S(=O)(=O)CCC (4-(2-methanesulfonyl-ethoxy)-1-[2-(propane-1-sulfonyl)-pyrimidin-4-yl]-1H-indazole). The product is C(C)OC(=O)C1CCC(CC1)NC1=NC=CC(=N1)N1N=CC2=C(C=CC=C12)OCCS(=O)(=O)C (4-{4-[4-(2-Methanesulfonyl-ethoxy)-indazol-1-yl]-pyrimidin-2-ylamino}-cyclohexanecarboxylic acid ethyl ester). As a reaction SMILES: [CH2:1]([O:3][C:4]([CH:6]1[CH2:11][CH2:10][CH:9]([NH2:12])[CH2:8][CH2:7]1)=[O:5])[CH3:2].[CH3:13][S:14]([CH2:17][CH2:18][O:19][C:20]1[CH:28]=[CH:27][CH:26]=[C:25]2[C:21]=1[CH:22]=[N:23][N:24]2[C:29]1[CH:34]=[CH:33][N:32]=[C:31](S(CCC)(=O)=O)[N:30]=1)(=[O:16])=[O:15]>>[CH2:1]([O:3][C:4]([CH:6]1[CH2:11][CH2:10][CH:9]([NH:12][C:31]2[N:30]=[C:29]([N:24]3[C:25]4[C:21](=[C:20]([O:19][CH2:18][CH2:17][S:14]([CH3:13])(=[O:15])=[O:16])[CH:28]=[CH:27][CH:26]=4)[CH:22]=[N:23]3)[CH:34]=[CH:33][N:32]=2)[CH2:8][CH2:7]1)=[O:5])[CH3:2]. Reported procedure: 4-{4-[4-(2-Methanesulfonyl-ethoxy)-indazol-1-yl]-pyrimidin-2-ylamino}-cyclohexanecarboxylic acid ethyl ester was prepared by reaction of 4-amino-cyclohexanecarboxylic acid ethyl ester with 4-(2-methanesulfonyl-ethoxy)-1-[2-(propane-1-sulfonyl)-pyrimidin-4-yl]-1H-indazole following generally the procedure of Example 5. The reactants are N1=CN=C(C=C1)C(CC(=O)OCC)=O (ethyl 3-(4-pyrimidinyl)-3-oxopropionate), Cl.CC1CCN=C(N1)N (6-methyl-1,4,5,6-tetrahydro-pyrimidin-2-ylamine hydrochloride). Yields the product CC1NC=2N(C(C=C(N2)C2=NC=NC=C2)=O)CC1 (8-Methyl-2-(pyrimidin-4-yl)-6,7,8,9-tetrahydro-pyrimido[1,2-a]pyrimidin-4-one). Reaction SMILES: [N:1]1[CH:6]=[CH:5][C:4]([C:7](=O)[CH2:8][C:9]([O:11]CC)=O)=[N:3][CH:2]=1.Cl.[CH3:16][CH:17]1[NH:22][C:21]([NH2:23])=[N:20][CH2:19][CH2:18]1>>[CH3:16][CH:17]1[CH2:18][CH2:19][N:20]2[C:9](=[O:11])[CH:8]=[C:7]([C:4]3[CH:5]=[CH:6][N:1]=[CH:2][N:3]=3)[N:23]=[C:21]2[NH:22]1 |f:1.2|. Procedure details: A mixture of 7.76 g (40.0 mmol) of ethyl 3-(4-pyrimidinyl)-3-oxopropionate, (prepared by analogy to the method described in patent DE 2705582), 6.0 g (40.0 mmol) 6-methyl-1,4,5,6-tetrahydro-pyrimidin-2-ylamine hydrochloride Reactants: O.C(C=O)(=O)O (Glyoxylic acid monohydrate), Cl (HCl), Cl (hydrogen chloride), Cl.FC=1C=C2NC=C(CCN)C2=CC1 (6-Fluorotryptamine hydrochloride), [OH-].[K+] (KOH), [OH-].[Na+] (sodium hydroxide). Run in O (water). Product: FC1=CC=C2C3=C(NC2=C1)CNCC3 (7-Fluoro-1,2,3,4-tetrahydro-9H-pyrido[3,4-b]indole). Reaction SMILES: Cl.[F:2][C:3]1[CH:4]=[C:5]2[C:12](=[CH:13][CH:14]=1)[C:8]([CH2:9][CH2:10][NH2:11])=[CH:7][NH:6]2.O.[C:16](O)(=O)C=O.[OH-].[K+].Cl.[OH-].[Na+]>O>[F:2][C:3]1[CH:4]=[C:5]2[C:12]([C:8]3[CH2:9][CH2:10][NH:11][CH2:16][C:7]=3[NH:6]2)=[CH:13][CH:14]=1 |f:0.1,2.3,4.5,7.8|. Reported procedure: 6-Fluorotryptamine hydrochloride (0.511 g, 2.38 mmol) was dissolved in water (9 ml). Glyoxylic acid monohydrate (0.241 g, 2.618 mmol) was added, followed by KOH (0.129 g, 2.31 mmol). The resultant solid was stirred at ambient temperature for one hour before concentrated HCl (0.6 ml) was added in one portion. The mixture was refluxed for 30 minutes, more concentrated hydrogen chloride (0.6 ml) was added and the mixture was again refluxed for 15 minutes. The mixture was cooled to room temperature ...